From a dataset of the Open Reaction Database (ORD), a public repository of structured organic reaction records. describe an organic reaction: reactants, conditions, products, and yield Reactants: COC(=O)N1C(C(C(CC1)=O)C(=O)OCC)C (ethyl 1-(methoxycarbonyl)-2-methyl-4-oxo-3-piperidinecarboxylate), C(C(=O)O)(=O)O (ethanedioic acid). Run in O (water). Product: CC1N(CCC(C1)=O)C(=O)OC (methyl 2-methyl-4-oxo-1-piperidinecarboxylate). RXN SMILES: [CH3:1][O:2][C:3]([N:5]1[CH2:10][CH2:9][C:8](=[O:11])[CH:7](C(OCC)=O)[CH:6]1[CH3:17])=[O:4].C(O)(=O)C(O)=O>O>[CH3:17][CH:6]1[CH2:7][C:8](=[O:11])[CH2:9][CH2:10][N:5]1[C:3]([O:2][CH3:1])=[O:4]. Procedure details: 76 parts of ethyl 1-(methoxycarbonyl)-2-methyl-4-oxo-3-piperidinecarboxylate are hydrolyzed with 600 parts of ethanedioic acid solution 14% in water and the whole is stirred and refluxed for 40 hours. The product is extracted with trichloromethane. The extract is dried, filtered and evaporated. The residue is distilled, yielding methyl 2-methyl-4-oxo-1-piperidinecarboxylate; bp. 96°-99° C. at 0.2-9.3 mm. pressure. Starting materials: COCCCC(=O)Cl (4-methoxybutyryl chloride), Cl.OC(C[N+](C)(C)C)CC([O-])=O (carnitine hydrochloride), COC(C)(C)C (tert-butyl methyl ether). The solvent is FC(C(=O)O)(F)F (trifluoroacetic acid). Reaction conditions: time 16 day. Yields the product COCCCC(=O)C(O)(C[N+](C)(C)C)CC([O-])=O (4-methoxybutyryl carnitine). Yield: 50.0%. RXN SMILES: Cl.[OH:2][CH:3]([CH2:9][C:10](=[O:12])[O-:11])[CH2:4][N+:5]([CH3:8])([CH3:7])[CH3:6].[CH3:13][O:14][CH2:15][CH2:16][CH2:17][C:18](Cl)=[O:19].COC(C)(C)C>FC(F)(F)C(O)=O>[CH3:13][O:14][CH2:15][CH2:16][CH2:17][C:18]([C:3]([CH2:9][C:10](=[O:11])[O-:12])([CH2:4][N+:5]([CH3:8])([CH3:6])[CH3:7])[OH:2])=[O:19] |f:0.1|. Procedure: 4.5 g (0.02 moles) of carnitine hydrochloride were dissolved in 6 ml of trifluoroacetic acid. To this solution 4-methoxybutyryl chloride was added. The resulting mixture was kept under stirring at room temperature for 16 days. Subsequently tert-butyl methyl ether was added to the mixture. An oil precipitated which was treated with anhydrous acetonitrile in order to remove the undesired carnitine. To the acetonitrile solution tert-butyl methyl ether was added and 4-methoxybutyryl carnitine precip... Solvent: O1CCCC1 (tetrahydrofuran). Conditions: time 5 hour. Procedure details: Cool a solution of (1,3,5-triethyl-1H-pyrazol-4-yl)-acetic acid ethyl ester (0.92 g, 3.86 mmol) in tetrahydrofuran (50 mL) to −78° C. and add diisobutylaluminum hydride (16.2 mL, 16.2 mmol, 1 M in toluene) dropwise. Stir the resulting mixture for 5 hr. at −78° C. Quench the reaction mixture with saturated aqueous potassium sodium tartrate solution (30 mL) and ethyl acetate (100 mL) and stir at room temperature for 16 hr. Separate the organic layer; dry (sodium sulfate), filter and concentrate to... Starting materials: [H-].C(C(C)C)[Al+]CC(C)C (diisobutylaluminum hydride), C(C)OC(CC=1C(=NN(C1CC)CC)CC)=O ((1,3,5-triethyl-1H-pyrazol-4-yl)-acetic acid ethyl ester), oil. Reaction SMILES: C([O:3][C:4](=O)[CH2:5][C:6]1[C:7]([CH2:15][CH3:16])=[N:8][N:9]([CH2:13][CH3:14])[C:10]=1[CH2:11][CH3:12])C.[H-].C([Al+]CC(C)C)C(C)C>O1CCCC1>[CH2:13]([N:9]1[C:10]([CH2:11][CH3:12])=[C:6]([CH2:5][CH:4]=[O:3])[C:7]([CH2:15][CH3:16])=[N:8]1)[CH3:14] |f:1.2|. Product: C(C)N1N=C(C(=C1CC)CC=O)CC ((1,3,5-Triethyl-1H-pyrazol-4-yl)-acetaldehyde). Starting materials: [Br-], O=C1C=CCC1, C1CCOC1, CN(C)P(=O)(N(C)C)N(C)C, CC(C)[Mg+], C[Si](C)(C)Cl. The product is CC(C)C1CCC(=O)C1. As a reaction SMILES: [Br-:23].[C:1]1(=[O:6])[CH:2]=[CH:3][CH2:4][CH2:5]1.[CH2:28]1[O:29][CH2:30][CH2:31][CH2:32]1.[CH3:12][N:13]([CH3:14])[P:15]([N:16]([CH3:17])[CH3:18])([N:19]([CH3:20])[CH3:21])=[O:22].[CH:24]([CH3:25])([CH3:26])[Mg+:27].[Cl:7][Si:8]([CH3:9])([CH3:10])[CH3:11]>>[C:1]1(=[O:6])[CH2:2][CH:3]([CH:24]([CH3:25])[CH3:26])[CH2:4][CH2:5]1. Reactants: O=Cc1cc(Br)ccc1F, CS(C)=O, CC(C)(C)OC(=O)CCCNC1CC1, [Na+], [Na+], O=C([O-])[O-], O. Product: CC(C)(C)OC(=O)CCCN(c1ccc(Br)cc1C=O)C1CC1. As a reaction SMILES: [Br:1][c:2]1[cH:3][cH:4][c:5]([F:10])[c:6]([CH:7]=[O:8])[cH:9]1.[CH3:32][S:33]([CH3:34])=[O:35].[CH:11]1([NH:14][CH2:15][CH2:16][CH2:17][C:18](=[O:19])[O:20][C:21]([CH3:22])([CH3:23])[CH3:24])[CH2:12][CH2:13]1.[Na+:25].[Na+:26].[O-:27][C:28](=[O:29])[O-:30].[OH2:31]>>[Br:1][c:2]1[cH:3][cH:4][c:5]([N:14]([CH:11]2[CH2:12][CH2:13]2)[CH2:15][CH2:16][CH2:17][C:18](=[O:19])[O:20][C:21]([CH3:22])([CH3:23])[CH3:24])[c:6]([CH:7]=[O:8])[cH:9]1. The reactants are ClC=1C=C(C=O)C=CC1O (3-chloro-4-hydroxy-benzaldehyde), C(CC(=O)O)(=O)O (malonic acid), N1CCCCC1 (piperidine). The solvent is N1=CC=CC=C1 (pyridine). The product is ClC=1C=C(C=CC(=O)O)C=CC1O (3-Chloro-4-hydroxy-cinnamic acid). Reaction SMILES: [Cl:1][C:2]1[CH:3]=[C:4]([CH:7]=[CH:8][C:9]=1[OH:10])[CH:5]=O.C(O)(=O)[CH2:12][C:13]([OH:15])=[O:14].N1CCCCC1>N1C=CC=CC=1>[Cl:1][C:2]1[CH:3]=[C:4]([CH:7]=[CH:8][C:9]=1[OH:10])[CH:5]=[CH:12][C:13]([OH:15])=[O:14]. Reported procedure: 46.2 g (0.273 mol) of 3-chloro-4-hydroxy-benzaldehyde, 104 g (1 mol) of malonic acid, 140 ml of pyridine and 4 ml of piperidine are heated to 100° C. for 2 hours, whilst stirring. The volatile constituents are distilled off under reduced pressure at 80° C. and the residue is stirred with 800 ml of water. The resulting crystals are filtered off and recrystallised from methanol-water. 3-Chloro-4-hydroxy-cinnamic acid of melting point 180°-182° C. is obtained. The reactants are C[Si](C)(C)[N-][Si](C)(C)C, CS(=O)(=O)Cl, [Cl-], Nc1cc(C(c2cc(F)ccc2F)S(=O)(=O)c2ccc(Cl)cn2)c(Cl)cn1, [NH4+], [Na+], C1CCOC1. Yields the product CS(=O)(=O)Nc1cc(C(c2cc(F)ccc2F)S(=O)(=O)c2ccc(Cl)cn2)c(Cl)cn1. Reaction SMILES: [CH3:1][Si:2]([N-:3][Si:4]([CH3:5])([CH3:6])[CH3:7])([CH3:8])[CH3:9].[CH3:38][S:39]([Cl:40])(=[O:41])=[O:42].[Cl-:43].[Cl:11][c:12]1[c:13]([CH:19]([c:20]2[c:21]([F:27])[cH:22][cH:23][c:24]([F:26])[cH:25]2)[S:28](=[O:29])(=[O:30])[c:31]2[n:32][cH:33][c:34]([Cl:37])[cH:35][cH:36]2)[cH:14][c:15]([NH2:18])[n:16][cH:17]1.[NH4+:44].[Na+:10].[O:45]1[CH2:46][CH2:47][CH2:48][CH2:49]1>>[Cl:11][c:12]1[c:13]([CH:19]([c:20]2[c:21]([F:27])[cH:22][cH:23][c:24]([F:26])[cH:25]2)[S:28](=[O:29])(=[O:30])[c:31]2[n:32][cH:33][c:34]([Cl:37])[cH:35][cH:36]2)[cH:14][c:15]([NH:18][S:39]([CH3:38])(=[O:41])=[O:42])[n:16][cH:17]1.